Task: describe an organic reaction: reactants, conditions, products, and yield. Dataset: the Open Reaction Database (ORD), a public repository of structured organic reaction records Reactants: CCC(=O)c1csc(NC(=O)C(NC(=O)C(NC(=O)OC(C)(C)C)c2ccc(OCCN3CCCCC3)cc2)C(C)c2ccccc2)n1, ClCCl, O=C(O)C(F)(F)F. Product: CCC(=O)c1csc(NC(=O)C(NC(=O)C(N)c2ccc(OCCN3CCCCC3)cc2)C(C)c2ccccc2)n1. As a reaction SMILES: [C:1]([O:2][C:3](=[O:4])[NH:7][CH:8]([c:9]1[cH:10][cH:11][c:12]([O:15][CH2:16][CH2:17][N:18]2[CH2:19][CH2:20][CH2:21][CH2:22][CH2:23]2)[cH:13][cH:14]1)[C:24]([NH:25][CH:26]([CH:27]([CH3:28])[c:29]1[cH:30][cH:31][cH:32][cH:33][cH:34]1)[C:35]([NH:36][c:37]1[s:38][cH:39][c:40]([C:42]([CH2:43][CH3:44])=[O:45])[n:41]1)=[O:46])=[O:47])([CH3:5])([CH3:6])[CH3:48].[Cl:56][CH2:57][Cl:58].[OH:49][C:50]([C:51]([F:52])([F:53])[F:54])=[O:55]>>[NH2:7][CH:8]([c:9]1[cH:10][cH:11][c:12]([O:15][CH2:16][CH2:17][N:18]2[CH2:19][CH2:20][CH2:21][CH2:22][CH2:23]2)[cH:13][cH:14]1)[C:24]([NH:25][CH:26]([CH:27]([CH3:28])[c:29]1[cH:30][cH:31][cH:32][cH:33][cH:34]1)[C:35]([NH:36][c:37]1[s:38][cH:39][c:40]([C:42]([CH2:43][CH3:44])=[O:45])[n:41]1)=[O:46])=[O:47].